This data is from the Open Reaction Database (ORD), a public repository of structured organic reaction records. The task is: describe an organic reaction: reactants, conditions, products, and yield The reactants are C(#N)C1=C(C=CC(=C1)Br)NS(=O)(=O)N (N-(2-cyano-4-bromophenyl)sulfamide), C(=C\C)/B(O)O ((E)-prop-1-enylboronic acid). The product is C(#N)C1=C(C=CC(=C1)\C=C\C)NS(=O)(=O)N (N-(2-Cyano-4-(E)-prop-1-enylphenyl)sulfamide). RXN SMILES: [C:1]([C:3]1[CH:8]=[C:7](Br)[CH:6]=[CH:5][C:4]=1[NH:10][S:11]([NH2:14])(=[O:13])=[O:12])#[N:2].[CH:15](/B(O)O)=[CH:16]\[CH3:17]>>[C:1]([C:3]1[CH:8]=[C:7](/[CH:15]=[CH:16]/[CH3:17])[CH:6]=[CH:5][C:4]=1[NH:10][S:11]([NH2:14])(=[O:13])=[O:12])#[N:2]. Reported procedure: Prepared as in Example 77a from N-(2-cyano-4-bromophenyl)sulfamide (Example 83b) and (E)-prop-1-enylboronic acid. Reactants: OCC1=CC=C(C=C1)NC(\C=C\C1=CC(=CC=C1)C1=CC=C(C=C1)C)=O ((E)-N-[4-(hydroxymethyl)phenyl]-3(4-methylphenyl)cinnamamide), [Cl-].[Li+] (lithium chloride), DMAP(catalytic amount), CS(=O)(=O)Cl (methanesulfonyl chloride), C(C)OC(C)=O.Cl (hydrochloric acid ethyl acetate). Solvent: ClCCl (dichloro-methane), C(C)N(CC)CC (triethylamine). Run at time 13 hour. The product is ClCC1=CC=C(C=C1)NC(\C=C\C1=CC(=CC=C1)C1=CC=C(C=C1)C)=O ((E)-N-[4-(chloromethyl)phenyl]3-(4-methylphenyl)cinnamamide). RXN SMILES: O[CH2:2][C:3]1[CH:8]=[CH:7][C:6]([NH:9][C:10](=[O:26])/[CH:11]=[CH:12]/[C:13]2[CH:18]=[CH:17][CH:16]=[C:15]([C:19]3[CH:24]=[CH:23][C:22]([CH3:25])=[CH:21][CH:20]=3)[CH:14]=2)=[CH:5][CH:4]=1.[Cl-].[Li+].CS([Cl:33])(=O)=O.C(OC(=O)C)C.Cl>ClCCl.C(N(CC)CC)C>[Cl:33][CH2:2][C:3]1[CH:8]=[CH:7][C:6]([NH:9][C:10](=[O:26])/[CH:11]=[CH:12]/[C:13]2[CH:18]=[CH:17][CH:16]=[C:15]([C:19]3[CH:24]=[CH:23][C:22]([CH3:25])=[CH:21][CH:20]=3)[CH:14]=2)=[CH:5][CH:4]=1 |f:1.2,4.5|. Procedure: To a mixture of (E)-N-[4-(hydroxymethyl)phenyl]-3(4-methylphenyl)cinnamamide (3.00 g), lithium chloride (741 mg), triethylamine (3.06 ml), DMAP(catalytic amount) and dichloro-methane (300 ml) was added methanesulfonyl chloride (1.15 ml), and the mixture was stirred at room temperature for 13 hours. To the reaction mixture was added 4N hydrochloric acid ethyl acetate solution (3.3 ml), and the mixture was purified with column chromatography (ethyl acetate) and recrystallized from ethyl acetatedii... Starting materials: Cl.ClC1=CC=C(CC2=CCN(CC2)CCOC2=CC=C(C=C2)F)C=C1 (4-(4-chlorobenzyl)-1-(2-(4-fluorophenoxy)ethyl)-1,2,5,6-tetrahydropyridine hydrochloride), ClCl (Cl2), ClCl (Cl2), CO.C(Cl)(Cl)Cl (MeOH CHCl3). Run in C(Cl)(Cl)Cl (CHCl3), C(Cl)(Cl)(Cl)Cl (CCl4). Product: Cl.ClC1CN(CCC1(CC1=CC=C(C=C1)Cl)Cl)CCOC1=CC=C(C=C1)F (3,4-Dichloro-4-(4-chlorobenzyl)-1(2-(4-fluorophenoxy)ethyl)piperidine hydrochloride). Yield: 49.0%. As a reaction SMILES: [ClH:1].[Cl:2][C:3]1[CH:25]=[CH:24][C:6]([CH2:7][C:8]2[CH2:13][CH2:12][N:11]([CH2:14][CH2:15][O:16][C:17]3[CH:22]=[CH:21][C:20]([F:23])=[CH:19][CH:18]=3)[CH2:10][CH:9]=2)=[CH:5][CH:4]=1.[Cl:26]Cl.CO.C(Cl)(Cl)Cl>C(Cl)(Cl)Cl.C(Cl)(Cl)(Cl)Cl>[ClH:2].[Cl:1][CH:9]1[C:8]([Cl:26])([CH2:7][C:6]2[CH:5]=[CH:4][C:3]([Cl:2])=[CH:25][CH:24]=2)[CH2:13][CH2:12][N:11]([CH2:14][CH2:15][O:16][C:17]2[CH:18]=[CH:19][C:20]([F:23])=[CH:21][CH:22]=2)[CH2:10]1 |f:0.1,3.4,7.8|. Procedure details: To a stirred solution of 4-(4-chlorobenzyl)-1-(2-(4-fluorophenoxy)ethyl)-1,2,5,6-tetrahydropyridine hydrochloride (70 mg, 136 μmol) in CHCl3 (10 mL) a dilute solution of Cl2 in CCl4 was added in portions. After each addition the reaction was checked by TLC (1% MeOH/CHCl3). Cl2 addition was continued until all the starting material was converted to the much higher Rf product spot. The reaction mixture was washed with dilute NH4OH and the organic portion was filtered (cotton). Solvent removal gave... Yields the product O=C(COc1ccc(-c2c(Cl)c(CN3C(=O)CCC3=O)nc3sc4c(c23)CCS(=O)C4)cc1)NCc1ccccc1. As a reaction SMILES: [CH2:44]([N:45]=[C:46]=[N:47][CH2:48][CH2:49][CH2:50][N:51]([CH3:52])[CH3:53])[CH3:54].[Cl:1][c:2]1[c:3](-[c:24]2[cH:25][cH:26][c:27]([O:28][CH2:29][C:30](=[O:31])[OH:32])[cH:33][cH:34]2)[c:4]2[c:5]([n:6][c:7]1[CH2:8][N:9]1[C:10](=[O:15])[CH2:11][CH2:12][C:13]1=[O:14])[s:16][c:17]1[c:18]2[CH2:19][CH2:20][S:21](=[O:23])[CH2:22]1.[ClH:43].[NH2:35][CH2:36][c:37]1[cH:38][cH:39][cH:40][cH:41][cH:42]1.[O:67]=[CH:68][N:69]([CH3:70])[CH3:71].[OH2:55].[OH2:66].[OH:56][n:57]1[c:58]2[cH:59][cH:60][cH:61][cH:62][c:63]2[n:64][cH:65]1>>[Cl:1][c:2]1[c:3](-[c:24]2[cH:25][cH:26][c:27]([O:28][CH2:29][C:30](=[O:32])[NH:35][CH2:36][c:37]3[cH:38][cH:39][cH:40][cH:41][cH:42]3)[cH:33][cH:34]2)[c:4]2[c:5]([n:6][c:7]1[CH2:8][N:9]1[C:10](=[O:15])[CH2:11][CH2:12][C:13]1=[O:14])[s:16][c:17]1[c:18]2[CH2:19][CH2:20][S:21](=[O:23])[CH2:22]1. Starting materials: CCN=C=NCCCN(C)C, O=C(O)COc1ccc(-c2c(Cl)c(CN3C(=O)CCC3=O)nc3sc4c(c23)CCS(=O)C4)cc1, Cl, NCc1ccccc1, CN(C)C=O, O, O, On1cnc2ccccc21. The reactants are ON=C(C(=O)OCC)C(C)=O (Ethyl 2-hydroxyimino-3-oxobutyrate), C([O-])([O-])=O.[K+].[K+] (potassium carbonate), BrCCCCCCCC (bromooctane). Run in CN(C=O)C (N,N-dimethylformamide). The product is C(CCCCCCC)ON=C(C(=O)OCC)C(C)=O (ethyl 2-n-octyloxyimino-3-oxobutyrate). Yield: 97.3%. Reaction SMILES: [OH:1][N:2]=[C:3]([C:9](=[O:11])[CH3:10])[C:4]([O:6][CH2:7][CH3:8])=[O:5].C(=O)([O-])[O-].[K+].[K+].Br[CH2:19][CH2:20][CH2:21][CH2:22][CH2:23][CH2:24][CH2:25][CH3:26]>CN(C)C=O>[CH2:19]([O:1][N:2]=[C:3]([C:9](=[O:11])[CH3:10])[C:4]([O:6][CH2:7][CH3:8])=[O:5])[CH2:20][CH2:21][CH2:22][CH2:23][CH2:24][CH2:25][CH3:26] |f:1.2.3|. Reported procedure: Ethyl 2-hydroxyimino-3-oxobutyrate (syn isomer, 100 g.), N,N-dimethylformamide (300 ml.), potassium carbonate (130 g.) and bromooctane (121 g.) were treated in a similar manner to that of Example F-(1) to give ethyl 2-n-octyloxyimino-3-oxobutyrate (syn isomer, 165.5 g.), oil. The reactants are Cl (HCl), Cl (Hydrochloric acid), [H-].[Na+] (Sodium hydride), S(=O)(=O)(OC)OC (Dimethyl sulfate), COC1=CC=C(C=C1)NC=1C2=C(N=CN1)OC=C2C (N-(4-methoxyphenyl)-5-methylfuro[2,3-d]pyrimidin-4-amine). Run in CO (MeOH), C(Cl)(Cl)Cl (CHCl3), CN(C)C=O (DMF). Run at temperature 0 celsius, time 30 minute. Yields the product COC1=CC=C(C=C1)N(C=1C2=C(N=CN1)OC=C2C)C (N-(4-methoxyphenyl)-N,5-dimethylfuro[2,3-d]pyrimidin-4-amine). RXN SMILES: [CH3:1][O:2][C:3]1[CH:8]=[CH:7][C:6]([NH:9][C:10]2[C:11]3[C:18]([CH3:19])=[CH:17][O:16][C:12]=3[N:13]=[CH:14][N:15]=2)=[CH:5][CH:4]=1.[H-].[Na+].S(OC)(O[CH3:26])(=O)=O.Cl>CO.C(Cl)(Cl)Cl.CN(C=O)C>[CH3:1][O:2][C:3]1[CH:4]=[CH:5][C:6]([N:9]([CH3:26])[C:10]2[C:11]3[C:18]([CH3:19])=[CH:17][O:16][C:12]=3[N:13]=[CH:14][N:15]=2)=[CH:7][CH:8]=1 |f:1.2|. Procedure: To a 25 mL round bottom flask was weighed 7 (51 mg, 0.2 mmol) and was added DMF (2 mL) to afford a solution. The flask was purged with argon for five min followed by cooling down to 0° C. using ice bath. Sodium hydride (14.4 mg, 0.6 mmol) was added to the solution at 0° C. The solution was stirred for 30 min at 0° C. under argon atmosphere. Dimethyl sulfate (75.7 mg; ≈57 μl; 0.6 mmol) was injected to the reaction mixture and the flask was warmed to room temperature. The mixture was stirred at ro... Starting materials: C1(CCC1)N1CCN(CC1)C(CN1CC=2N=NC(=CC2CC1)Cl)=O (7-[2-(4-cyclobutylpiperazin-1-yl)-2-oxoethyl]-3-chloro-5,6,7,8-tetrahydropyrido-[3,4-c]pyridazine), N1=CN=CC(=C1)B(O)O (5-pyrimidineboronic acid), Pd(PPh)4, C(=O)([O-])[O-].[Na+].[Na+] (Na2CO3). Solvent: COCCOC (DME), O (water), O (Water). Run at temperature 80 celsius. The product is C1(CCC1)N1CCN(CC1)C(CN1CC=2N=NC(=CC2CC1)C=1C=NC=NC1)=O (7-[2-(4-Cyclobutylpiperazin-1-Yl)-2-Oxoethyl]-3-Pyrimidin-5-Yl-5,6,7,8-Tetrahydropyrido[3,4-c]pyridazine). As a reaction SMILES: [CH:1]1([N:5]2[CH2:10][CH2:9][N:8]([C:11](=[O:24])[CH2:12][N:13]3[CH2:22][CH2:21][C:20]4[CH:19]=[C:18](Cl)[N:17]=[N:16][C:15]=4[CH2:14]3)[CH2:7][CH2:6]2)[CH2:4][CH2:3][CH2:2]1.[N:25]1[CH:30]=[C:29](B(O)O)[CH:28]=[N:27][CH:26]=1.C([O-])([O-])=O.[Na+].[Na+]>COCCOC.O>[CH:1]1([N:5]2[CH2:10][CH2:9][N:8]([C:11](=[O:24])[CH2:12][N:13]3[CH2:22][CH2:21][C:20]4[CH:19]=[C:18]([C:29]5[CH:30]=[N:25][CH:26]=[N:27][CH:28]=5)[N:17]=[N:16][C:15]=4[CH2:14]3)[CH2:7][CH2:6]2)[CH2:4][CH2:3][CH2:2]1 |f:2.3.4|. Reported procedure: A mixture of 7-[2-(4-cyclobutylpiperazin-1-yl)-2-oxoethyl]-3-chloro-5,6,7,8-tetrahydropyrido-[3,4-c]pyridazine (22 mg, 0.06 mmol), 5-pyrimidineboronic acid (12 mg, 0.09 mmol), Pd(PPh)4 (5.5 mg) and Na2CO3 (28 mg, 0.18 mmol) in DME (3 mL) and water (1 mL) is heated overnight at 80° C. Water is added and the mixture is extracted with DCM. The combined organic layers are dried (MgSO4) and solvent is removed in vacuo to give the crude product, which is purified by PTLC (4% TEA in EA) to give the tit...